This data is from the Open Reaction Database (ORD), a public repository of structured organic reaction records. The task is: describe an organic reaction: reactants, conditions, products, and yield As a reaction SMILES: [CH2:1]1[N:2]([C:10](=[O:11])[CH2:12][C:13]([C:14](=[O:15])[OH:16])=[CH:17][c:18]2[cH:19][cH:20][cH:21][s:22]2)[CH2:3][CH:4]2[CH2:5][CH2:6][CH2:7][CH2:8][CH:9]12.[CH3:23][CH2:24][OH:25]>>[CH2:1]1[N:2]([C:10](=[O:11])[CH2:12][CH:13]([C:14](=[O:15])[OH:16])[CH2:17][c:18]2[cH:19][cH:20][cH:21][s:22]2)[CH2:3][CH:4]2[CH2:5][CH2:6][CH2:7][CH2:8][CH:9]12. Starting materials: O=C(O)C(=Cc1cccs1)CC(=O)N1CC2CCCCC2C1, CCO. The product is O=C(O)C(CC(=O)N1CC2CCCCC2C1)Cc1cccs1. The reactants are BrCCBr, O=Cc1cc(Br)c(O)c(Br)c1, O=C([O-])[O-], [K+], [K+], CN(C)C=O, O. The product is O=Cc1cc(Br)c(OCCBr)c(Br)c1. RXN SMILES: [Br:1][CH2:2][CH2:3][Br:4].[Br:5][c:6]1[cH:7][c:8]([CH:9]=[O:10])[cH:11][c:12]([Br:15])[c:13]1[OH:14].[C:16](=[O:17])([O-:18])[O-:19].[K+:20].[K+:21].[O:23]=[CH:24][N:25]([CH3:26])[CH3:27].[OH2:22]>>[Br:1][CH2:2][CH2:3][O:14][c:13]1[c:6]([Br:5])[cH:7][c:8]([CH:9]=[O:10])[cH:11][c:12]1[Br:15]. Starting materials: CC(C)(C)OC(=O)C1CCCN1C(=O)c1cc2nccc(Oc3ccc(NC(=S)NC(=O)Cc4ccccc4)cc3F)c2s1, Cl, O=C(Cc1ccccc1)NC(=S)Nc1ccc(Oc2ccnc3cc(C(=O)N4CCCCC4)sc23)c(F)c1, O=C(Cc1ccccc1)NC(=S)Nc1ccc(Oc2ccnc3cc(C(=O)N4CCCCC4)sc23)c(F)c1. Product: Cl, O=C(Cc1ccccc1)NC(=S)Nc1ccc(Oc2ccnc3cc(C(=O)N4CCCC4C(=O)O)sc23)c(F)c1. As a reaction SMILES: [C:78]([CH3:79])([CH3:80])([CH3:81])[O:82][C:83](=[O:84])[CH:85]1[N:86]([C:90](=[O:91])[c:92]2[cH:93][c:94]3[n:95][cH:96][cH:97][c:98]([O:101][c:102]4[c:103]([F:121])[cH:104][c:105]([NH:108][C:109](=[S:110])[NH:111][C:112]([CH2:113][c:114]5[cH:115][cH:116][cH:117][cH:118][cH:119]5)=[O:120])[cH:106][cH:107]4)[c:99]3[s:100]2)[CH2:87][CH2:88][CH2:89]1.[ClH:1].[F:2][c:3]1[cH:4][c:5]([NH:6][C:7]([NH:8][C:9](=[O:10])[CH2:11][c:12]2[cH:13][cH:14][cH:15][cH:16][cH:17]2)=[S:18])[cH:19][cH:20][c:21]1[O:22][c:23]1[cH:24][cH:25][n:26][c:27]2[cH:28][c:29]([C:30]([N:31]3[CH2:32][CH2:33][CH2:34][CH2:35][CH2:36]3)=[O:37])[s:38][c:39]12.[F:40][c:41]1[cH:42][c:43]([NH:44][C:45]([NH:46][C:47](=[O:48])[CH2:49][c:50]2[cH:51][cH:52][cH:53][cH:54][cH:55]2)=[S:56])[cH:57][cH:58][c:59]1[O:60][c:61]1[cH:62][cH:63][n:64][c:65]2[cH:66][c:67]([C:68]([N:69]3[CH2:70][CH2:71][CH2:72][CH2:73][CH2:74]3)=[O:75])[s:76][c:77]12>>[ClH:1].[O:82]=[C:83]([OH:84])[CH:85]1[N:86]([C:90](=[O:91])[c:92]2[cH:93][c:94]3[n:95][cH:96][cH:97][c:98]([O:101][c:102]4[c:103]([F:121])[cH:104][c:105]([NH:108][C:109](=[S:110])[NH:111][C:112]([CH2:113][c:114]5[cH:115][cH:116][cH:117][cH:118][cH:119]5)=[O:120])[cH:106][cH:107]4)[c:99]3[s:100]2)[CH2:87][CH2:88][CH2:89]1. Reactants: C(C1=CC=CC=C1)O[C@H]1[C@]2(O[C@@H]([C@H]([C@@H]1OCC1=CC=CC=C1)OCC1=CC=CC=C1)COCC1=CC=CC=C1)CC(C1=CC(=C(C=C12)CC1=CC=C(C=C1)CC)Cl)O ((1S,3′R,4′S,5′R,6′R)-3′,4′,5′-tris(benzyloxy)-6′-(benzyloxymethyl)-5-chloro-6-(4-ethylbenzyl)-2,3,3′,4′,5′,6′-hexahydrospiro[indene-1,2′-pyran]-3-ol), [H-].[Na+] (NaH), CI (CH3I). The solvent is C1CCOC1 (THF). Reaction conditions: time 3 hour. The product is C(C1=CC=CC=C1)O[C@H]1[C@]2(O[C@@H]([C@H]([C@@H]1OCC1=CC=CC=C1)OCC1=CC=CC=C1)COCC1=CC=CC=C1)CC(C1=CC(=C(C=C12)CC1=CC=C(C=C1)CC)Cl)OC ((1S,3′R,4′S,5′R,6′R)-3′,4′,5′-tris(benzyloxy)-6′-(benzyloxymethyl)-5-chloro-6-(4-ethylbenzyl)-3-methoxy-2,3,3′,4′,5′,6′-hexahydrospiro[indene-1,2′-pyran]). The yield is 84.9%. RXN SMILES: [CH2:1]([O:8][C@@H:9]1[C@@H:14]([O:15][CH2:16][C:17]2[CH:22]=[CH:21][CH:20]=[CH:19][CH:18]=2)[C@H:13]([O:23][CH2:24][C:25]2[CH:30]=[CH:29][CH:28]=[CH:27][CH:26]=2)[C@@H:12]([CH2:31][O:32][CH2:33][C:34]2[CH:39]=[CH:38][CH:37]=[CH:36][CH:35]=2)[O:11][C@:10]21[C:47]1[C:42](=[CH:43][C:44]([Cl:57])=[C:45]([CH2:48][C:49]3[CH:54]=[CH:53][C:52]([CH2:55][CH3:56])=[CH:51][CH:50]=3)[CH:46]=1)[CH:41]([OH:58])[CH2:40]2)[C:2]1[CH:7]=[CH:6][CH:5]=[CH:4][CH:3]=1.[H-].[Na+].[CH3:61]I>C1COCC1>[CH2:1]([O:8][C@@H:9]1[C@@H:14]([O:15][CH2:16][C:17]2[CH:18]=[CH:19][CH:20]=[CH:21][CH:22]=2)[C@H:13]([O:23][CH2:24][C:25]2[CH:30]=[CH:29][CH:28]=[CH:27][CH:26]=2)[C@@H:12]([CH2:31][O:32][CH2:33][C:34]2[CH:39]=[CH:38][CH:37]=[CH:36][CH:35]=2)[O:11][C@:10]21[C:47]1[C:42](=[CH:43][C:44]([Cl:57])=[C:45]([CH2:48][C:49]3[CH:54]=[CH:53][C:52]([CH2:55][CH3:56])=[CH:51][CH:50]=3)[CH:46]=1)[CH:41]([O:58][CH3:61])[CH2:40]2)[C:2]1[CH:3]=[CH:4][CH:5]=[CH:6][CH:7]=1 |f:1.2|. Reported procedure: To a solution of (1S,3′R,4′S,5′R,6′R)-3′,4′,5′-tris(benzyloxy)-6′-(benzyloxymethyl)-5-chloro-6-(4-ethylbenzyl)-2,3,3′,4′,5′,6′-hexahydrospiro[indene-1,2′-pyran]-3-ol (26 mg, 0.032 mmol) in dry THF (0.8 mL) was added NaH (1.5 mg, 0.036 mmol, 60%) and CH3I (3.1 μL, 0.049 mmol) at room temperature. The reaction mixture was stirred for 3 h and quenched by addition of 5 mL of water when TLC showed the reaction was complete. Ethyl acetate (10 mL) was added to the mixture and the organic layer was sepa... Reactants: [Br-], COC(C)(C)C, CCOC(=O)CCC[P+](CC)(CC)CC, CC(C)(C)[O-], O=Cc1ccccc1, [K+]. The product is CCOC(=O)CCC=Cc1ccccc1. RXN SMILES: [Br-:1].[C:31]([O:32][CH3:33])([CH3:34])([CH3:35])[CH3:36].[CH2:2]([CH3:3])[O:4][C:5](=[O:6])[CH2:7][CH2:8][CH2:9][P+:10]([CH2:11][CH3:12])([CH2:13][CH3:14])[CH2:15][CH3:16].[CH3:25][C:26]([CH3:27])([O-:28])[CH3:29].[CH:17](=[O:18])[c:19]1[cH:20][cH:21][cH:22][cH:23][cH:24]1.[K+:30]>>[CH2:2]([CH3:3])[O:4][C:5](=[O:6])[CH2:7][CH2:8][CH:9]=[CH:17][c:19]1[cH:20][cH:21][cH:22][cH:23][cH:24]1. The reactants are N(=[N+]=[N-])[C@H]([C@H](C(=O)OCC)O)C1=CC=C(C=C1)C (ethyl (2R,3S)-3-azido-2-hydroxy-3-(4-methylphenyl)propionate). Reagents/catalysts: [Pd] (palladium). Solvent: C(C)(=O)OCC (ethyl acetate). Run at time 8 hour. Product: N[C@H]([C@H](C(=O)OCC)O)C1=CC=C(C=C1)C (ethyl (2R,3S)-3-amino-2-hydroxy-3-(4-methylphenyl)propionate). The yield is 80.6%. Reaction SMILES: [N:1]([C@@H:4]([C:12]1[CH:17]=[CH:16][C:15]([CH3:18])=[CH:14][CH:13]=1)[C@@H:5]([OH:11])[C:6]([O:8][CH2:9][CH3:10])=[O:7])=[N+]=[N-]>C(OCC)(=O)C.[Pd]>[NH2:1][C@@H:4]([C:12]1[CH:17]=[CH:16][C:15]([CH3:18])=[CH:14][CH:13]=1)[C@@H:5]([OH:11])[C:6]([O:8][CH2:9][CH3:10])=[O:7]. Procedure details: 0.115 g of carbon powder carrying 10% of palladium is added to a solution of 1.15 g of ethyl (2R,3S)-3-azido-2-hydroxy-3-(4-methylphenyl)propionate in 35 cm3 of ethyl acetate. The reaction mixture is stirred under a hydrogen pressure of 120 kPa and at a temperature in the region of 22° C. for 8 hours and then filtered through sintered glass lined with Celite. The sintered glass is washed with 5 cm3 of ethyl acetate and the filtrates are combined and then concentrated to dryness under reduced pre... The reactants are CC1=NSC(=C1)C(=O)Cl (3-methylisothiazole-5-carboxylic acid chloride), Cl.O1C(=CC=C1)C(C#N)N (alpha-(2-furyl)-alpha-aminoacetonitrile hydrochloride), [OH-].[Na+] (sodium hydroxide), N1=CC=CC=C1 (Pyridine). Run in C(C)(=O)OCC (ethyl acetate), C(C)(=O)OCC (ethyl acetate). Run at time 1 hour. The product is C(#N)C(C1=CC=CO1)NC(=O)C1=CC(=NS1)C (N-(alpha-cyanofurfuryl)-3-methylisothiazole-5-carboxylic acid amide). Yield: 73.5%. As a reaction SMILES: Cl.[O:2]1[CH:6]=[CH:5][CH:4]=[C:3]1[CH:7]([NH2:10])[C:8]#[N:9].[OH-].[Na+].N1C=CC=CC=1.[CH3:19][C:20]1[CH:24]=[C:23]([C:25](Cl)=[O:26])[S:22][N:21]=1>C(OCC)(=O)C>[C:8]([CH:7]([NH:10][C:25]([C:23]1[S:22][N:21]=[C:20]([CH3:19])[CH:24]=1)=[O:26])[C:3]1[O:2][CH:6]=[CH:5][CH:4]=1)#[N:9] |f:0.1,2.3|. Procedure details: 5.0 g of alpha-(2-furyl)-alpha-aminoacetonitrile hydrochloride was dehydrochlorinated with sodium hydroxide in ethyl acetate by the same method as in the above Synthesis Example 6. Pyridine (2.5 g) was added, and furthermore, an ethyl acetate solution of 4.0 g of 3-methylisothiazole-5-carboxylic acid chloride was added dropwise After the addition, the mixture was stirred for 1 hour. The reaction mixture was washed with water, dilute hydrochloric acid and a dilute aqueous solution of sodium bicar...